This data is from the Open Reaction Database (ORD), a public repository of structured organic reaction records. The task is: describe an organic reaction: reactants, conditions, products, and yield Reactants: CC(=O)O[BH-](OC(C)=O)OC(C)=O, CC(=O)O, ClCCl, O=CCc1cccc(F)c1F, [Na+], CCCC(N)C(=O)Nc1cc(-c2ccccc2)n[nH]1. Product: CCCC(NCCc1cccc(F)c1F)C(=O)Nc1cc(-c2ccccc2)n[nH]1. RXN SMILES: [C:31]([O:32][BH-:33]([O:34][C:35](=[O:36])[CH3:37])[O:38][C:39](=[O:40])[CH3:41])(=[O:42])[CH3:43].[CH3:45][C:46](=[O:47])[OH:48].[Cl:49][CH2:50][Cl:51].[F:1][c:2]1[c:3]([CH2:9][CH:10]=[O:11])[cH:4][cH:5][cH:6][c:7]1[F:8].[Na+:44].[c:12]1(-[c:18]2[cH:19][c:20]([NH:23][C:24]([CH:25]([CH2:26][CH2:27][CH3:28])[NH2:29])=[O:30])[nH:21][n:22]2)[cH:13][cH:14][cH:15][cH:16][cH:17]1>>[F:1][c:2]1[c:3]([CH2:9][CH2:10][NH:29][CH:25]([C:24]([NH:23][c:20]2[cH:19][c:18](-[c:12]3[cH:13][cH:14][cH:15][cH:16][cH:17]3)[n:22][nH:21]2)=[O:30])[CH2:26][CH2:27][CH3:28])[cH:4][cH:5][cH:6][c:7]1[F:8]. Reactants: CCN(C(C)C)C(C)C (DIEA), C1(CCC1)N (Cyclobutanamine), ClC1=NC(=C(C(=N1)Cl)[N+](=O)[O-])Cl (2,4,6-trichloro-5-nitropyrimidine). Run in CC(C)O (iPrOH), CC(C)O (iPrOH). Reaction conditions: time 10 minute. Product: ClC1=NC(=C(C(=N1)NC1CCC1)[N+](=O)[O-])Cl (2,6-dichloro-N-cyclobutyl-5-nitropyrimidin-4-amine). RXN SMILES: [CH:1]1([NH2:5])[CH2:4][CH2:3][CH2:2]1.[Cl:6][C:7]1[N:12]=[C:11](Cl)[C:10]([N+:14]([O-:16])=[O:15])=[C:9]([Cl:17])[N:8]=1.CCN(C(C)C)C(C)C>CC(O)C>[Cl:6][C:7]1[N:12]=[C:11]([NH:5][CH:1]2[CH2:4][CH2:3][CH2:2]2)[C:10]([N+:14]([O-:16])=[O:15])=[C:9]([Cl:17])[N:8]=1. Procedure details: Cyclobutanamine (0.485 mL, 5.68 mmol) in iPrOH (20 mL) was added to a solution of 2,4,6-trichloro-5-nitropyrimidine (1.29 g, 5.65 mmol) in iPrOH (40 mL) at −78° C. dropwise via addition funnel. After complete addition, the mixture was allowed to warm to rt over 30 min, then DIEA (0.940 mL, 5.66 mmol) was added and the mixture stirred at rt for 10 min. The solvent was removed under reduced pressure and dried to give the title compound as a pale yellow oil which was used without purification.